Task: describe an organic reaction: reactants, conditions, products, and yield. Dataset: the Open Reaction Database (ORD), a public repository of structured organic reaction records Run in P(=O)([O-])([O-])[O-] (phosphate). Starting materials: C(C)OC(C(=O)OCC)CC1=CC=C(C=C1)O (Ethyl (2RS) (+/−) 2-ethoxy-3-(4-hydroxyphenyl)propanoate), CO (MeOH). Procedure: Ethyl (2RS) (+/−) 2-ethoxy-3-(4-hydroxyphenyl)propanoate (0.5 g) was shaken with 60 mg of the lyophilised hydrolytic enzyme mixture from Aspergillus oryzae in 1 ml 1M phosphate buffer (pH=7) with organic co-solvents (according to the table below) at 27° C. The reaction mixture was poured into 20 ml MeOH after 4 h to stop the enzymatic reactions followed by analysis by the chiral CCE method 2. Product: C(C)O[C@H](C(=O)O)CC1=CC=C(C=C1)O.C(C)O[C@@H](C(=O)OCC)CC1=CC=C(C=C1)O ((2S)-2-Ethoxy-3-(4-hydroxyphenyl)propanoic acid Ethyl (2R)-2-Ethoxy-3-(4-hydroxyphenyl)propanoate). Reaction SMILES: [CH2:1]([O:3][CH:4]([CH2:10][C:11]1[CH:16]=[CH:15][C:14]([OH:17])=[CH:13][CH:12]=1)[C:5]([O:7][CH2:8][CH3:9])=[O:6])[CH3:2].CO>P([O-])([O-])([O-])=O>[CH2:1]([O:3][C@@H:4]([CH2:10][C:11]1[CH:12]=[CH:13][C:14]([OH:17])=[CH:15][CH:16]=1)[C:5]([OH:7])=[O:6])[CH3:2].[CH2:1]([O:3][C@H:4]([CH2:10][C:11]1[CH:12]=[CH:13][C:14]([OH:17])=[CH:15][CH:16]=1)[C:5]([O:7][CH2:8][CH3:9])=[O:6])[CH3:2] |f:3.4|.